This data is from the Open Reaction Database (ORD), a public repository of structured organic reaction records. The task is: describe an organic reaction: reactants, conditions, products, and yield Reactants: ( d ), NCC1=CC=C(C=C1)C1C(CN(CC1)C(=O)OC(C)(C)C)OCC1=CC2=CC=CC=C2C(=C1)OCOCC[Si](C)(C)C (tert-butyl (3RS,4RS)-4-(4-aminomethyl-phenyl)-3-[4-(2-trimethylsilyl-ethoxymethoxy)-naphthalen-2-ylmethoxy]-piperidine-1-carboxylate), C(C1=CC=CC=C1)(=O)Cl (benzoyl chloride). Product: C(C1=CC=CC=C1)(=O)NCC1=CC=C(C=C1)C1C(CN(CC1)C(=O)OC(C)(C)C)OCC1=CC2=CC=CC=C2C(=C1)OCOCC[Si](C)(C)C (tert-butyl (3RS,4RS)-4-[4-(benzoylamino-methyl)-phenyl]-3-[4-(2-trimethylsilyl-ethoxymethoxy)-naphthalen-2-ylmethoxy]-piperidine-1-carboxylate). Reaction SMILES: [NH2:1][CH2:2][C:3]1[CH:8]=[CH:7][C:6]([CH:9]2[CH2:14][CH2:13][N:12]([C:15]([O:17][C:18]([CH3:21])([CH3:20])[CH3:19])=[O:16])[CH2:11][CH:10]2[O:22][CH2:23][C:24]2[CH:33]=[C:32]([O:34][CH2:35][O:36][CH2:37][CH2:38][Si:39]([CH3:42])([CH3:41])[CH3:40])[C:31]3[C:26](=[CH:27][CH:28]=[CH:29][CH:30]=3)[CH:25]=2)=[CH:5][CH:4]=1.[C:43](Cl)(=[O:50])[C:44]1[CH:49]=[CH:48][CH:47]=[CH:46][CH:45]=1>>[C:43]([NH:1][CH2:2][C:3]1[CH:8]=[CH:7][C:6]([CH:9]2[CH2:14][CH2:13][N:12]([C:15]([O:17][C:18]([CH3:20])([CH3:21])[CH3:19])=[O:16])[CH2:11][CH:10]2[O:22][CH2:23][C:24]2[CH:33]=[C:32]([O:34][CH2:35][O:36][CH2:37][CH2:38][Si:39]([CH3:42])([CH3:41])[CH3:40])[C:31]3[C:26](=[CH:27][CH:28]=[CH:29][CH:30]=3)[CH:25]=2)=[CH:5][CH:4]=1)(=[O:50])[C:44]1[CH:49]=[CH:48][CH:47]=[CH:46][CH:45]=1. Procedure details: In analogy to the procedure described under (d), from tert-butyl (3RS,4RS)-4-(4-aminomethyl-phenyl)-3-[4-(2-trimethylsilyl-ethoxymethoxy)-naphthalen-2-ylmethoxy]-piperidine-1-carboxylate by acylation with benzoyl chloride there was obtained crude tert-butyl (3RS,4RS)-4-[4-(benzoylamino-methyl)-phenyl]-3-[4-(2-trimethylsilyl-ethoxymethoxy)-naphthalen-2-ylmethoxy]-piperidine-1-carboxylate, which was used in the following step without further purification and characterization. Starting materials: O=C([O-])[O-], CCCCC1CCNCC1, CC#N, O=c1[nH]c2ccccc2n1CCCCl, [I-], [Na+], [Na+], [Na+], O. Product: CCCCC1CCN(CCCn2c(=O)[nH]c3ccccc32)CC1. RXN SMILES: [C:27](=[O:28])([O-:29])[O-:30].[CH2:15]([CH2:16][CH2:17][CH3:18])[CH:19]1[CH2:20][CH2:21][NH:22][CH2:23][CH2:24]1.[CH3:33][C:34]#[N:35].[Cl:1][CH2:2][CH2:3][CH2:4][n:5]1[c:6](=[O:14])[nH:7][c:8]2[c:9]1[cH:10][cH:11][cH:12][cH:13]2.[I-:25].[Na+:26].[Na+:31].[Na+:32].[OH2:36]>>[CH2:2]([CH2:3][CH2:4][n:5]1[c:6](=[O:14])[nH:7][c:8]2[c:9]1[cH:10][cH:11][cH:12][cH:13]2)[N:22]1[CH2:21][CH2:20][CH:19]([CH2:15][CH2:16][CH2:17][CH3:18])[CH2:24][CH2:23]1. Reactants: O=C1OCCO1, O=C([O-])[O-], CC1CNCCN1c1nccnc1OCCOc1ccccc1OCCN(C)C, [K+], [K+], CN(C)C=O. Yields the product CN(C)CCOc1ccccc1OCCO. As a reaction SMILES: [C:30]1(=[O:31])[O:32][CH2:33][CH2:34][O:35]1.[C:36](=[O:37])([O-:38])[O-:39].[CH3:1][N:2]([CH2:3][CH2:4][O:5][c:6]1[c:7]([O:8][CH2:9][CH2:10][O:11][c:12]2[c:13]([N:14]3[CH2:15][CH2:16][NH:17][CH2:18][CH:19]3[CH3:20])[n:21][cH:22][cH:23][n:24]2)[cH:25][cH:26][cH:27][cH:28]1)[CH3:29].[K+:40].[K+:41].[O:42]=[CH:43][N:44]([CH3:45])[CH3:46]>>[CH3:1][N:2]([CH2:3][CH2:4][O:5][c:6]1[c:7]([O:8][CH2:9][CH2:10][OH:11])[cH:25][cH:26][cH:27][cH:28]1)[CH3:29]. Reactants: ON1N=NC2=C1C=CC=C2 (1-hydroxybenzotriazole), Cl.C(C)N=C=NCCCN(C)C (1-ethyl-3-(3-dimethylaminopropyl)carbodiimide hydrochloride), CN1CCOCC1 (N-methylmorpholine), CN(CCN)C (N,N-dimethylethylenediamine), O=C1NC=2C=CC=CC2C2=C1NC=C2C(=O)O (4-oxo-4,5-dihydro-3H-pyrrolo[2,3-c]quinoline-1-carboxylic acid), [Cl-].[Na+] (sodium chloride). The solvent is C(C)(=O)OCC (ethyl acetate), CN(C=O)C (dimethylformamide). Run at time 8 hour. Yields the product CN(CCNC(=O)C1=CNC=2C(NC=3C=CC=CC3C21)=O)C (N-(2-dimethylamino-ethyl)-4-oxo-4,5-dihydro-3H-pyrrolo[2,3-c]quinoline-1-carboxamide). The yield is 13.2%. RXN SMILES: ON1C2C=CC=CC=2N=N1.Cl.C(N=C=NCCCN(C)C)C.CN1CCOCC1.[CH3:30][N:31]([CH3:35])[CH2:32][CH2:33][NH2:34].[O:36]=[C:37]1[C:46]2[NH:47][CH:48]=[C:49]([C:50](O)=[O:51])[C:45]=2[C:44]2[CH:43]=[CH:42][CH:41]=[CH:40][C:39]=2[NH:38]1.[Cl-].[Na+]>CN(C)C=O.C(OCC)(=O)C>[CH3:30][N:31]([CH3:35])[CH2:32][CH2:33][NH:34][C:50]([C:49]1[C:45]2[C:44]3[CH:43]=[CH:42][CH:41]=[CH:40][C:39]=3[NH:38][C:37](=[O:36])[C:46]=2[NH:47][CH:48]=1)=[O:51] |f:1.2,6.7|. Procedure details: 49 mg (0.36 mmol) of 1-hydroxybenzotriazole, 69 mg (0.36 mmol) of 1-ethyl-3-(3-dimethylaminopropyl)carbodiimide hydrochloride, 73 μL (0.66 mmol) of N-methylmorpholine and 40 μL (0.36 mmol) of N,N-dimethylethylenediamine are added to 75 mg (0.33 mmol) of 4-oxo-4,5-dihydro-3H-pyrrolo[2,3-c]quinoline-1-carboxylic acid (synthesis 75) suspended in 0.7 ml of anhydrous dimethylformamide. The reaction mixture is stirred overnight at room temperature. The mixture is diluted with ethyl acetate (20 mL) and... The reactants are C(C)C=1C=CC(=C(C1)N(C1=CC=C(C#N)C=C1)CC1=NNC=C1)F (4-((5-ethyl-2-fluorophenyl)(1H-pyrazol-3-yl)methylamino)benzonitrile), TEA, N1=CC=CC=C1 (pyridine), C1(=CC=CC=C1)B(O)O (phenyl boronic acid). Reagents/catalysts: CC(=O)[O-].CC(=O)[O-].[Cu+2] (Cu(OAc)2). Solvent: C(Cl)Cl (CH2Cl2), CCOC(=O)C (EtOAc). Run at time 2 hour. The product is C(C)C=1C=CC(=C(C1)N(C1=CC=C(C#N)C=C1)CC1=NN(C=C1)C1=CC=CC=C1)F (4-((5-ethyl-2-fluorophenyl)(1-phenyl-1H-pyrazol-3-yl)methylamino)benzonitrile). Yield: 40.4%. As a reaction SMILES: [CH2:1]([C:3]1[CH:4]=[CH:5][C:6]([F:24])=[C:7]([N:9]([CH2:18][C:19]2[CH:23]=[CH:22][NH:21][N:20]=2)[C:10]2[CH:17]=[CH:16][C:13]([C:14]#[N:15])=[CH:12][CH:11]=2)[CH:8]=1)[CH3:2].N1C=CC=CC=1.[C:31]1(B(O)O)[CH:36]=[CH:35][CH:34]=[CH:33][CH:32]=1>C(Cl)Cl.CCOC(C)=O.CC([O-])=O.CC([O-])=O.[Cu+2]>[CH2:1]([C:3]1[CH:4]=[CH:5][C:6]([F:24])=[C:7]([N:9]([CH2:18][C:19]2[CH:23]=[CH:22][N:21]([C:31]3[CH:36]=[CH:35][CH:34]=[CH:33][CH:32]=3)[N:20]=2)[C:10]2[CH:17]=[CH:16][C:13]([C:14]#[N:15])=[CH:12][CH:11]=2)[CH:8]=1)[CH3:2] |f:5.6.7|. Procedure details: To a mixture of Intermediate 264.1 (40 mg, 0.125 mmol), 4 A molecular sieves, TEA (70 uL, 0.25 mmol), pyridine (20 mg, 0.25 mmol), phenyl boronic acid (31 mg, 0.25 mmol) in CH2Cl2 was added Cu(OAc)2 (34 mg, 0.19 mmol). The reaction mixture was stirred at rt for 2 h, which was then diluted with EtOAc and washed with 0.5 N HCl, H2O, sat NaHCO3 and brine, dried over (Na2SO4), filtered and concentrated. The crude product was purified by flash chromatography (0 to 50% EtOAc/hexanes, gradient) to affo... Reactants: COCOC1[C@]2(C)[C@@H](CC1)[C@@H]1CCC=3C=C(C=CC3[C@H]1CC2)O (17-(methoxymethoxy)-estra-1,3,5(10)-trien-3-ol), [Cl-].[NH4+] (ammonium chloride), [H-].[Na+] (sodium hydride), BrCCCBr (1,3-dibromo-propane). Run in O1CCCC1 (tetrahydrofuran), CN(C=O)C (dimethylformamide). Run at temperature 0 celsius, time 2 hour. Yields the product BrCCCOC1=CC=2CC[C@H]3[C@@H]4CCC([C@@]4(C)CC[C@@H]3C2C=C1)OCOC (3-[(3-bromopropyl)oxy]- 17-(methoxymethoxy)-estra-1,3,5(10)-triene). Isolated yield 62.0%. RXN SMILES: [H-].[Na+].[CH3:3][O:4][CH2:5][O:6][CH:7]1[CH2:12][CH2:11][C@H:10]2[C@H:13]3[C@H:22]([CH2:23][CH2:24][C@:8]12[CH3:9])[C:21]1[CH:20]=[CH:19][C:18]([OH:25])=[CH:17][C:16]=1[CH2:15][CH2:14]3.[Br:26][CH2:27][CH2:28][CH2:29]Br.[Cl-].[NH4+]>O1CCCC1.CN(C)C=O>[Br:26][CH2:27][CH2:28][CH2:29][O:25][C:18]1[CH:19]=[CH:20][C:21]2[C@@H:22]3[C@H:13]([C@H:10]4[C@@:8]([CH2:24][CH2:23]3)([CH3:9])[CH:7]([O:6][CH2:5][O:4][CH3:3])[CH2:12][CH2:11]4)[CH2:14][CH2:15][C:16]=2[CH:17]=1 |f:0.1,4.5|. Reported procedure: A suspension of a 60 % sodium hydride (0.531 g) in tetrahydrofuran (100 ml) is cooled to 0° C., and 17-(methoxymethoxy)-estra-1,3,5(10)-trien-3-ol (3.5 g) is slowly added thereto. After addition of dimethylformamide (50 ml), the mixture is stirred at room temperature for 2 hours. To the resulting solution is added 1,3-dibromo-propane (2.68 g), and the mixture is stirred at room temperature overnight. The reaction mixture is poured into an aqueous ammonium chloride, followed by extraction with et... The reactants are C(C)(C)(C)OC(NC\C=C\C1=CN2C(C3=CC4=C(C=C13)C=CC=C4)=NNC2=O)=O (tert-Butyl[(2E)-3-(3-oxo-2,3-dihydrobenzo[g][1,2,4]triazolo[3,4-a]isoquinolin-6-yl)prop-2-en-1-yl]carbamate), C(=O)(C(F)(F)F)O (TFA). The solvent is ClCCl (dichloromethane). Conditions: time 15 minute. Product: NC/C=C/C1=CN2C(C3=CC4=C(C=C13)C=CC=C4)=NNC2=O (6-[(1E)-3-aminoprop-1-en-1-yl]benzo[g][1,2,4]triazolo[3,4-a]isoquinolin-3(2H)-one), C(=O)(C(F)(F)F)O (TFA). Reaction SMILES: C(OC(=O)[NH:7][CH2:8]/[CH:9]=[CH:10]/[C:11]1[C:20]2[C:15](=[CH:16][C:17]3[CH:24]=[CH:23][CH:22]=[CH:21][C:18]=3[CH:19]=2)[C:14]2=[N:25][NH:26][C:27](=[O:28])[N:13]2[CH:12]=1)(C)(C)C.[C:30]([OH:36])([C:32]([F:35])([F:34])[F:33])=[O:31]>ClCCl>[NH2:7][CH2:8]/[CH:9]=[CH:10]/[C:11]1[C:20]2[C:15](=[CH:16][C:17]3[CH:24]=[CH:23][CH:22]=[CH:21][C:18]=3[CH:19]=2)[C:14]2=[N:25][NH:26][C:27](=[O:28])[N:13]2[CH:12]=1.[C:30]([OH:36])([C:32]([F:35])([F:34])[F:33])=[O:31]. Reported procedure: A solution of tert-butyl[(2E)-3-(3-oxo-2,3-dihydrobenzo[g][1,2,4]triazolo[3,4-a]isoquinolin-6-yl)prop-2-en-1-yl]carbamate (7-7) (3.0 mg, 0.0077 mmol) in a ¼ mixture of dichloromethane and TFA (1.0 ml) was stirred at room temperature for 15 min and concentrated to dryness to give the deprotected material 7-8 as a TFA salt. LRMS m/z: found 291.1, calcd. (M+H) 291.1. 1H NMR (500 MHz, CD3OD) δ: 3.88 (d, J=6.6 Hz, 2H), 6.35 (dt, J=6.6, 15.6 Hz, 1H), 7.31 (d, J=15.7 Hz, 1H), 7.63 (s, 1H), 7.65-7.68 (m...